This data is from the Open Reaction Database (ORD), a public repository of structured organic reaction records. The task is: describe an organic reaction: reactants, conditions, products, and yield Reactants: [OH-].[Na+] (Sodium hydroxide), COC(C1=C(C=C(C=C1)C(=O)NCC1=C2C=CNC2=CC=C1)Br)=O (2-bromo-4-[[[(1H-indol-4-yl)methyl]amino]carbonyl]benzoic acid methyl ester), [OH-].[Na+] (sodium hydroxide). Solvent: C(C)(=O)OCC (ethyl acetate), O1CCCC1.CO (tetrahydrofuran methanol). Conditions: time 4 hour. Yields the product BrC1=C(C(=O)O)C=CC(=C1)C(=O)NCC1=C2C=CNC2=CC=C1 (2-bromo-4-[[[(1H-indol-4-yl)methyl]amino]carbonyl]benzoic acid). RXN SMILES: [OH-].[Na+].C[O:4][C:5](=[O:26])[C:6]1[CH:11]=[CH:10][C:9]([C:12]([NH:14][CH2:15][C:16]2[CH:24]=[CH:23][CH:22]=[C:21]3[C:17]=2[CH:18]=[CH:19][NH:20]3)=[O:13])=[CH:8][C:7]=1[Br:25]>O1CCCC1.CO.C(OCC)(=O)C>[Br:25][C:7]1[CH:8]=[C:9]([C:12]([NH:14][CH2:15][C:16]2[CH:24]=[CH:23][CH:22]=[C:21]3[C:17]=2[CH:18]=[CH:19][NH:20]3)=[O:13])[CH:10]=[CH:11][C:6]=1[C:5]([OH:26])=[O:4] |f:0.1,3.4|. Procedure details: Sodium hydroxide (21.5 mg, 0.54 mmol) was added to a solution of 2-bromo-4-[[[(1H-indol-4-yl)methyl]amino]carbonyl]benzoic acid methyl ester (Example 83; 208 mg, 0.54 mmol) in tetrahydrofuran/methanol (2:1; 1.8 mL). The solution was allowed to stir at room temperature for 4 h and then more sodium hydroxide (21.5 mg, 0.54 mmol) was added. The solution was allowed to stir at room temperature overnight, then it was diluted with ethyl acetate and the solution was washed with 1N hydrochloric acid sol...